This data is from the Open Reaction Database (ORD), a public repository of structured organic reaction records. The task is: describe an organic reaction: reactants, conditions, products, and yield Reactants: C(=O)(C(F)(F)F)O (TFA), C(C)(C)(C)OC(NC=1C(=NC=C(C1)NC1=NC=C(C=N1)C1=CC=C(C=C1)OC)C)=O ({5-[5-(4-methoxy-phenyl)-pyrimidin-2-ylamino]-2-methyl-pyridin-3-yl}-carbamic acid tert-butyl ester), C(=O)([O-])[O-].[Na+].[Na+] (Na2CO3). The solvent is O (water), C(Cl)Cl (DCM). Conditions: time 2 hour. Yields the product COC1=CC=C(C=C1)C=1C=NC(=NC1)NC=1C=C(C(=NC1)C)N (N5-[5-(4-methoxy-phenyl)-pyrimidin-2-yl]-2-methyl-pyridine-3,5-diamine). RXN SMILES: C(OC(=O)[NH:7][C:8]1[C:9]([CH3:29])=[N:10][CH:11]=[C:12]([NH:14][C:15]2[N:20]=[CH:19][C:18]([C:21]3[CH:26]=[CH:25][C:24]([O:27][CH3:28])=[CH:23][CH:22]=3)=[CH:17][N:16]=2)[CH:13]=1)(C)(C)C.C(O)(C(F)(F)F)=O.C([O-])([O-])=O.[Na+].[Na+]>C(Cl)Cl.O>[CH3:28][O:27][C:24]1[CH:25]=[CH:26][C:21]([C:18]2[CH:17]=[N:16][C:15]([NH:14][C:12]3[CH:13]=[C:8]([NH2:7])[C:9]([CH3:29])=[N:10][CH:11]=3)=[N:20][CH:19]=2)=[CH:22][CH:23]=1 |f:2.3.4|. Reported procedure: {5-[5-(4-Methoxy-phenyl)-pyrimidin-2-ylamino]-2-methyl-pyridin-3-yl}-carbamic acid tert-butyl ester 11 (0.33 mmol) is dissolved in DCM (2 mL) and treated with TFA (3 mL). The reaction mix is stirred at rt for 2 h. The solvent is removed to afford an off white solid residue. The residue is taken in water, the pH neutralized with 5% Na2CO3 and extracted with DCM:IPA=3:1 (3×40 mL). The organic layer is washed with brine and dried over Na2SO4. Evaporation of the organic solvent under reduced pressur...